From a dataset of the Open Reaction Database (ORD), a public repository of structured organic reaction records. describe an organic reaction: reactants, conditions, products, and yield The reactants are CC(=O)c1ccc(Br)cc1F, ClCCl. Product: CC(O)c1ccc(Br)cc1F. Reaction SMILES: [Br:1][c:2]1[cH:3][c:4]([F:11])[c:5]([C:8]([CH3:9])=[O:10])[cH:6][cH:7]1.[Cl:12][CH2:13][Cl:14]>>[Br:1][c:2]1[cH:3][c:4]([F:11])[c:5]([CH:8]([CH3:9])[OH:10])[cH:6][cH:7]1. Reactants: OC1=CC=C(C=C1)CCCC(=O)O (4-(4-hydroxyphenyl)butanoic acid), C([O-])([O-])=O.[K+].[K+] (potassium carbonate), C(C1=CC=CC=C1)Br (benzyl bromide). The solvent is CN(C=O)C (N,N-dimethylformamide). Conditions: time 8 hour. Yields the product OC1=CC=C(C=C1)CCCC(=O)OCC1=CC=CC=C1 (benzyl 4-(4-hydroxyphenyl)butanoate). RXN SMILES: [OH:1][C:2]1[CH:7]=[CH:6][C:5]([CH2:8][CH2:9][CH2:10][C:11]([OH:13])=[O:12])=[CH:4][CH:3]=1.C(=O)([O-])[O-].[K+].[K+].[CH2:20](Br)[C:21]1[CH:26]=[CH:25][CH:24]=[CH:23][CH:22]=1>CN(C)C=O>[OH:1][C:2]1[CH:3]=[CH:4][C:5]([CH2:8][CH2:9][CH2:10][C:11]([O:13][CH2:20][C:21]2[CH:26]=[CH:25][CH:24]=[CH:23][CH:22]=2)=[O:12])=[CH:6][CH:7]=1 |f:1.2.3|. Procedure details: To a solution of 4-(4-hydroxyphenyl)butanoic acid (2.00 g) in N,N-dimethylformamide (28.0 mL) were added potassium carbonate (1.61 g) and benzyl bromide (1.46 mL), followed by stirring at room temperature overnight. The reaction suspension was concentrated under reduced pressure, and then to the residue was added water, followed by extraction with ethyl acetate. The organic layer was washed with water and a saturated aqueous sodium chloride solution, then dried over anhydrous sodium sulfate, and... The reactants are C(C)(=O)OC(C)=O (Acetic anhydride), C(C1=CC=CC=C1)(=O)NC(C(=O)O)CC#C (2-benzoylamino-4-pentynoic acid). Solvent: N1=CC=CC=C1 (pyridine), O (water), O (water). Reaction conditions: temperature 90 celsius. Yields the product C(C1=CC=CC=C1)(=O)NC(CC#C)C(C)=O (4-Benzoylamino-1-hexyn-5-one). As a reaction SMILES: C(O[C:5](=[O:7])[CH3:6])(=O)C.[C:8]([NH:16][CH:17]([CH2:21][C:22]#[CH:23])C(O)=O)(=[O:15])[C:9]1[CH:14]=[CH:13][CH:12]=[CH:11][CH:10]=1>N1C=CC=CC=1.O>[C:8]([NH:16][CH:17]([C:5](=[O:7])[CH3:6])[CH2:21][C:22]#[CH:23])(=[O:15])[C:9]1[CH:14]=[CH:13][CH:12]=[CH:11][CH:10]=1. Procedure details: Acetic anhydride (150 ml) was added to a solution of 2-benzoylamino-4-pentynoic acid (J. Org. Chem. 1983, 48, 3318) (73 g, 0.34 mol) in pyridine (200 ml) and the solution was heated to 90° C. for 1 hour, then allowed to cool to 60° C. and water (150 ml) was added. The mixture was heated to 85°-90° C. for 20 minutes, then cooled, diluted with water (300 ml) and extracted with chloroform (2×400 ml). The combined extracts were washed with water, 1N hydrochloric acid (3×500 ml), sodium bicarbonate a... Reactants: COOC(CBr)OOC (bromoacetaldehyde dimethoxyacetal), C1(=CC=C(C=C1)S(=O)(=O)O)C (p-toluenesulfonic acid), OC1=CC=C(C(=S)N)C=C1 (4-hydroxy-thiobenzamide). Run in C(C)O (ethanol). The product is BrC[C@H](O)C=1C=NC=CC1 ((R)-2-Bromo-1-pyridin-3-yl-ethanol). Isolated yield 53.8%. RXN SMILES: CO[O:3][CH:4](OOC)[CH2:5][Br:6].C1(C)C=CC(S(O)(=O)=O)=CC=1.O[C:22]1[CH:30]=[CH:29][C:25]([C:26]([NH2:28])=S)=CC=1>C(O)C>[Br:6][CH2:5][C@@H:4]([C:30]1[CH:22]=[N:28][CH:26]=[CH:25][CH:29]=1)[OH:3]. Procedure: In a round-bottomed flask, bromoacetaldehyde dimethoxyacetal (123 μl, 1.04 mmol), p-toluenesulfonic acid (199 mg, 1.04 mmol), and 4-hydroxy-thiobenzamide (160 mg, 1.04 mmol) were dissolved in ethanol (10 ml) and the resulting solution was heated to reflux for about twenty-four hours. The reaction mixture was then concentrated to an oil which was redissolved in ethyl acetate, and extracted with saturated aqueous sodium carbonate. The combined organic extracts were then washed with brine, dried ov... The reactants are [H-].[Na+] (NaH), BrCCCOC (1-bromo-3-methoxypropane), [H-].[Na+] (NaH), BrCCCOC (1-bromo-3-methoxypropane), [H-].[Na+] (NaH), BrCCCOC (1-bromo-3-methoxypropane), C(CCC)N(C(=O)C1=NN(C(=C1Cl)C)C1=C(C=C(C=C1)C(NS(=O)(=O)C1=CC2=CC=CC=C2C=C1)=O)C(=O)N1CC2=CC=CC=C2C[C@H]1CO)CCCC ((S)—N,N-dibutyl-4-chloro-1-(2-(3-(hydroxymethyl)-1,2,3,4-tetrahydroisoquinoline-2-carbonyl)-4-(naphthalen-2-ylsulfonylcarbamoyl)phenyl)-5-methyl-1H-pyrazole-3-carboxamide). The reagents and catalysts are CCCC[N+](CCCC)(CCCC)CCCC.[I-] (TBAI). Run in CN(C)C=O (DMF). Reaction conditions: time 8 hour. Product: C(CCC)N(C(=O)C1=NN(C(=C1Cl)C)C1=C(C=C(C=C1)C(NS(=O)(=O)C1=CC2=CC=CC=C2C=C1)=O)C(=O)N1CC2=CC=CC=C2C[C@H]1COCCCOC)CCCC (N,N-Dibutyl-4-chloro-1-(2-((S)-3-((3-methoxypropoxy)methyl)-1,2,3,4-tetrahydroisoquinoline-2-carbonyl)-4-(naphthalen-2-ylsulfonylcarbamoyl)phenyl)-5-methyl-1H-pyrazole-3-carboxamide). Yield: 17.0%. As a reaction SMILES: [CH2:1]([N:5]([CH2:51][CH2:52][CH2:53][CH3:54])[C:6]([C:8]1[C:12]([Cl:13])=[C:11]([CH3:14])[N:10]([C:15]2[CH:20]=[CH:19][C:18]([C:21](=[O:36])[NH:22][S:23]([C:26]3[CH:35]=[CH:34][C:33]4[C:28](=[CH:29][CH:30]=[CH:31][CH:32]=4)[CH:27]=3)(=[O:25])=[O:24])=[CH:17][C:16]=2[C:37]([N:39]2[C@H:48]([CH2:49][OH:50])[CH2:47][C:46]3[C:41](=[CH:42][CH:43]=[CH:44][CH:45]=3)[CH2:40]2)=[O:38])[N:9]=1)=[O:7])[CH2:2][CH2:3][CH3:4].[H-].[Na+].Br[CH2:58][CH2:59][CH2:60][O:61][CH3:62]>CN(C=O)C.CCCC[N+](CCCC)(CCCC)CCCC.[I-]>[CH2:51]([N:5]([CH2:1][CH2:2][CH2:3][CH3:4])[C:6]([C:8]1[C:12]([Cl:13])=[C:11]([CH3:14])[N:10]([C:15]2[CH:20]=[CH:19][C:18]([C:21](=[O:36])[NH:22][S:23]([C:26]3[CH:35]=[CH:34][C:33]4[C:28](=[CH:29][CH:30]=[CH:31][CH:32]=4)[CH:27]=3)(=[O:25])=[O:24])=[CH:17][C:16]=2[C:37]([N:39]2[C@H:48]([CH2:49][O:50][CH2:58][CH2:59][CH2:60][O:61][CH3:62])[CH2:47][C:46]3[C:41](=[CH:42][CH:43]=[CH:44][CH:45]=3)[CH2:40]2)=[O:38])[N:9]=1)=[O:7])[CH2:52][CH2:53][CH3:54] |f:1.2,5.6|. Procedure details: A solution of (S)—N,N-dibutyl-4-chloro-1-(2-(3-(hydroxymethyl)-1,2,3,4-tetrahydroisoquinoline-2-carbonyl)-4-(naphthalen-2-ylsulfonylcarbamoyl)phenyl)-5-methyl-1H-pyrazole-3-carboxamide (Example 91, 21 mg, 0.028 mmol) in DMF (900 μL) was cooled to 0° C., and NaH (2 mg, 0.061 mmol, 60% suspension in mineral oil) was added followed by 1-bromo-3-methoxypropane (9 mg, 0.061 mmol). The resulting reaction mixture was stirred warming to room temperature over 1 h and then heated at 130° C. for 3 h. Addit... Reactants: CS(=O)(=O)OC(C(=O)OCC)CC1=CC=C(C=C1)OCC(C)(C1=CC=CC=C1)C (ethyl 2-methanesulfonyloxy-3-[4-(2-methyl-2-phenylpropyloxy)phenyl]propionate), NC(=S)N (thiourea), S1(=O)(=O)CCCC1 (sulfolane), Cl (hydrochloric acid). Solvent: O (water). Run at temperature 120 celsius, time 1 hour. Yields the product CC(COC1=CC=C(CC2C(NC(S2)=O)=O)C=C1)(C)C1=CC=CC=C1 (5-[4-(2-methyl-2-phenylpropyloxy)benzyl]thiazolidine-2,4-dione). Reaction SMILES: CS(O[CH:6]([CH2:12][C:13]1[CH:18]=[CH:17][C:16]([O:19][CH2:20][C:21]([CH3:29])([C:23]2[CH:28]=[CH:27][CH:26]=[CH:25][CH:24]=2)[CH3:22])=[CH:15][CH:14]=1)[C:7]([O:9]CC)=O)(=O)=O.[NH2:30][C:31](N)=[S:32].S1(CCCC1)(=O)=[O:35].Cl>O>[CH3:29][C:21]([C:23]1[CH:24]=[CH:25][CH:26]=[CH:27][CH:28]=1)([CH3:22])[CH2:20][O:19][C:16]1[CH:15]=[CH:14][C:13]([CH2:12][CH:6]2[S:32][C:31](=[O:35])[NH:30][C:7]2=[O:9])=[CH:18][CH:17]=1. Reported procedure: 2.1 g Of ethyl 2-methanesulfonyloxy-3-[4-(2-methyl-2-phenylpropyloxy)phenyl]propionate and 0.76 g of thiourea are added to 20 ml of sulfolane, and the mixture is heated at 120° C. with stirring for one hour. After adding 10 ml of 2 N-hydrochloric acid, the mixture is heated at 100° C. for 8 hours. After cooling, water is added to the mixture, and the mixture is subjected to extraction with ether. The extract is washed with water and dried. The ether is distilled off to give 1.3 g of 5-[4-(2-meth... Starting materials: CO, CC(C)c1cccc(C2=CCN(C(=O)C3NCC4(CC4)CC3C(=O)NO)CC2)c1. Yields the product CC(C)c1cccc(C2CCN(C(=O)C3NCC4(CC4)CC3C(=O)NO)CC2)c1. RXN SMILES: [CH3:30][OH:31].[OH:1][NH:2][C:3](=[O:4])[CH:5]1[CH:6]([C:13](=[O:14])[N:15]2[CH2:16][CH2:17][C:18]([c:21]3[cH:22][c:23]([CH:27]([CH3:28])[CH3:29])[cH:24][cH:25][cH:26]3)=[CH:19][CH2:20]2)[NH:7][CH2:8][C:9]2([CH2:10][CH2:11]2)[CH2:12]1>>[OH:1][NH:2][C:3](=[O:4])[CH:5]1[CH:6]([C:13](=[O:14])[N:15]2[CH2:16][CH2:17][CH:18]([c:21]3[cH:22][c:23]([CH:27]([CH3:28])[CH3:29])[cH:24][cH:25][cH:26]3)[CH2:19][CH2:20]2)[NH:7][CH2:8][C:9]2([CH2:10][CH2:11]2)[CH2:12]1. Starting materials: C(C)OC(NC1=NN(C2=C1C=NC(=C2)NC(=O)N[C@H](C)C2=CC=CC=C2)C(C2=CC=CC=C2)(C2=CC=CC=C2)C2=CC=CC=C2)=O ((R)-ethyl(6-(3-(1-phenylethyl)ureido)-1-trityl-1H-pyrazolo[4,3-c]pyridin-3-yl)carbamate), C(C)[SiH](CC)CC (Triethylsilane). Reported procedure: (R)-ethyl(6-(3-(1-phenylethyl)ureido)-1-trityl-1H-pyrazolo[4,3-c]pyridin-3-yl)carbamate (0.037 mmol) was taken up in TFA (1 ml) and the reaction mixture stirred at room temperature for 1 h. Triethylsilane (0.006 ml, 0.037 mmol) was added drop wise, and the reaction mixture stirred for an additional 5 minutes. The mixture was concentrated, re-dissolved in DMSO (1.5 mL) and submitted for purification by mass-triggered preparative HPLC to afford (R)-ethyl(6-(3-(1-phenylethyl)ureido)-1H-pyrazolo[4,3... Yield: 40.5%. Run at time 1 hour. Run in C(=O)(C(F)(F)F)O (TFA). As a reaction SMILES: [CH2:1]([O:3][C:4](=[O:46])[NH:5][C:6]1[C:10]2[CH:11]=[N:12][C:13]([NH:15][C:16]([NH:18][C@@H:19]([C:21]3[CH:26]=[CH:25][CH:24]=[CH:23][CH:22]=3)[CH3:20])=[O:17])=[CH:14][C:9]=2[N:8](C(C2C=CC=CC=2)(C2C=CC=CC=2)C2C=CC=CC=2)[N:7]=1)[CH3:2].C([SiH](CC)CC)C>C(O)(C(F)(F)F)=O>[CH2:1]([O:3][C:4](=[O:46])[NH:5][C:6]1[C:10]2[CH:11]=[N:12][C:13]([NH:15][C:16]([NH:18][C@@H:19]([C:21]3[CH:26]=[CH:25][CH:24]=[CH:23][CH:22]=3)[CH3:20])=[O:17])=[CH:14][C:9]=2[NH:8][N:7]=1)[CH3:2]. The product is C(C)OC(NC1=NNC2=C1C=NC(=C2)NC(=O)N[C@H](C)C2=CC=CC=C2)=O ((R)-ethyl(6-(3-(1-phenylethyl)ureido)-1H-pyrazolo[4,3-c]pyridin-3-yl)carbamate). Reactants: COc1ccc(C(O)C#CC(C)(C)O)cc1, ClCCl. The product is COc1ccc(C(=O)C#CC(C)(C)O)cc1. As a reaction SMILES: [CH3:1][O:2][c:3]1[cH:4][cH:5][c:6]([CH:9]([C:10]#[C:11][C:12]([CH3:13])([OH:14])[CH3:15])[OH:16])[cH:7][cH:8]1.[Cl:17][CH2:18][Cl:19]>>[CH3:1][O:2][c:3]1[cH:4][cH:5][c:6]([C:9]([C:10]#[C:11][C:12]([CH3:13])([OH:14])[CH3:15])=[O:16])[cH:7][cH:8]1.